Task: describe an organic reaction: reactants, conditions, products, and yield. Dataset: the Open Reaction Database (ORD), a public repository of structured organic reaction records Reactants: Cd Pb, Cd, Troc carbamate, COC=1C(=C(C2=C(C(N3[C@H]([C@@H](N2C(=O)OCC(Cl)(Cl)Cl)O)CCC3)=O)C1)OC)OC ((11S,11aS)7,8,9-trimethoxy-11-hydroxy-10-N-(2′,2′,2′-trichloroethoxycarbonyl)-1,2,3,10,11,11a-hexahydro-5H-pyrrolo[2,1-c][1,4]benzodiazepin-5-one). Solvent: C1CCOC1 (THF), NH4OAc, CCOC(=O)C (EtOAc). Run at time 40 minute. The product is COC=1C(=C(C2=C(C(N3C(C=N2)CCC3)=O)C1)OC)OC (7,8,9-Trimethoxy-1,2,3,11a-tetrahydro-5H-pyrrolo[2,1-c][1,4]benzodiazepin-5-one). Isolated yield 95.2%. As a reaction SMILES: [CH3:1][O:2][C:3]1[C:4]([O:29][CH3:30])=[C:5]([O:27][CH3:28])[C:6]2[N:12](C(OCC(Cl)(Cl)Cl)=O)[C@@H:11](O)[C@@H:10]3[CH2:22][CH2:23][CH2:24][N:9]3[C:8](=[O:25])[C:7]=2[CH:26]=1>C1COCC1.CCOC(C)=O>[CH3:1][O:2][C:3]1[C:4]([O:29][CH3:30])=[C:5]([O:27][CH3:28])[C:6]2[N:12]=[CH:11][CH:10]3[CH2:22][CH2:23][CH2:24][N:9]3[C:8](=[O:25])[C:7]=2[CH:26]=1. Reported procedure: 10% Cd/Pb couple (1.25 g, 10 mmol Cd) was added to a rapidly stirring solution of the Troc-carbamate, 119 (1.00 g, 2.1 mmol) in a mixture of THF (13 mL) and 1N NH4OAc (B mL). Upon addition, the reaction mixture went cloudy. After 40 minutes, TLC showed the reaction to be complete and the reaction mixture was diluted with EtOAc (200 mL). The solution was dried over anhydrous MgSO4 and the solids were filtered and rinsed with EtOAc (50 mL). Evaporation of the solvent yielded the product as a yello... Starting materials: CS(=O)(=O)Cl, CNCC(O)c1ccccc1, CN(C)c1ccncc1, Cn1cc(C(=O)NCc2ccc(Cl)cc2)c(=O)c2cc(CO)sc21, CN(C)C=O, O, Cc1cc(C)nc(C)c1. Yields the product CN(Cc1cc2c(=O)c(C(=O)NCc3ccc(Cl)cc3)cn(C)c2s1)CC(O)c1ccccc1. As a reaction SMILES: [CH3:34][S:35](=[O:36])(=[O:37])[Cl:38].[CH3:39][NH:40][CH2:41][CH:42]([c:43]1[cH:44][cH:45][cH:46][cH:47][cH:48]1)[OH:49].[CH3:55][N:56]([c:57]1[cH:58][cH:59][n:60][cH:61][cH:62]1)[CH3:63].[Cl:1][c:2]1[cH:3][cH:4][c:5]([CH2:6][NH:7][C:8](=[O:9])[c:10]2[c:11](=[O:22])[c:12]3[c:13]([n:14]([CH3:16])[cH:15]2)[s:17][c:18]([CH2:20][OH:21])[cH:19]3)[cH:23][cH:24]1.[O:50]=[CH:51][N:52]([CH3:53])[CH3:54].[OH2:64].[n:25]1[c:26]([CH3:27])[cH:28][c:29]([CH3:30])[cH:31][c:32]1[CH3:33]>>[Cl:1][c:2]1[cH:3][cH:4][c:5]([CH2:6][NH:7][C:8](=[O:9])[c:10]2[c:11](=[O:22])[c:12]3[c:13]([n:14]([CH3:16])[cH:15]2)[s:17][c:18]([CH2:20][N:40]([CH3:39])[CH2:41][CH:42]([c:43]2[cH:44][cH:45][cH:46][cH:47][cH:48]2)[OH:49])[cH:19]3)[cH:23][cH:24]1.